Dataset: the Open Reaction Database (ORD), a public repository of structured organic reaction records. Task: describe an organic reaction: reactants, conditions, products, and yield Reactants: NC(Cc1ccc(O)cc1)C(=O)OCc1ccccc1, ClCCl, COC(=O)Cl, O, Cc1ccc(S(=O)(=O)O)cc1, c1ccncc1. Product: COC(=O)NC(Cc1ccc(O)cc1)C(=O)OCc1ccccc1. As a reaction SMILES: [CH2:12]([c:13]1[cH:14][cH:15][cH:16][cH:17][cH:18]1)[O:19][C:20]([CH:21]([NH2:22])[CH2:23][c:24]1[cH:25][cH:26][c:27]([OH:30])[cH:28][cH:29]1)=[O:31].[Cl:38][CH2:39][Cl:40].[Cl:41][C:42](=[O:43])[O:44][CH3:45].[OH2:46].[c:1]1([CH3:2])[cH:3][cH:4][c:5]([S:6]([OH:7])(=[O:8])=[O:9])[cH:10][cH:11]1.[cH:32]1[cH:33][cH:34][n:35][cH:36][cH:37]1>>[CH2:12]([c:13]1[cH:14][cH:15][cH:16][cH:17][cH:18]1)[O:19][C:20]([CH:21]([NH:22][C:42](=[O:43])[O:44][CH3:45])[CH2:23][c:24]1[cH:25][cH:26][c:27]([OH:30])[cH:28][cH:29]1)=[O:31]. Reactants: CCc1nnc(-c2cc(I)ccc2NS(=O)(=O)c2ccc(C(C)(C)C)cc2)n1C, CCOC(C)=O, N#C[Cu], CN(C)C=O. Product: CCc1nnc(-c2cc(C#N)ccc2NS(=O)(=O)c2ccc(C(C)(C)C)cc2)n1C. Reaction SMILES: [C:1]([CH3:2])([CH3:3])([CH3:4])[c:5]1[cH:6][cH:7][c:8]([S:11](=[O:12])(=[O:13])[NH:14][c:15]2[c:16](-[c:22]3[n:23][n:24][c:25]([CH2:28][CH3:29])[n:26]3[CH3:27])[cH:17][c:18]([I:21])[cH:19][cH:20]2)[cH:9][cH:10]1.[CH3:38][CH2:39][O:40][C:41]([CH3:42])=[O:43].[Cu:30][C:31]#[N:32].[O:33]=[CH:34][N:35]([CH3:36])[CH3:37]>>[C:1]([CH3:2])([CH3:3])([CH3:4])[c:5]1[cH:6][cH:7][c:8]([S:11](=[O:12])(=[O:13])[NH:14][c:15]2[c:16](-[c:22]3[n:23][n:24][c:25]([CH2:28][CH3:29])[n:26]3[CH3:27])[cH:17][c:18]([C:31]#[N:32])[cH:19][cH:20]2)[cH:9][cH:10]1. Reaction SMILES: [CH3:18][c:19]1[cH:20][cH:21][cH:22][cH:23][cH:24]1.[Cl:5][c:6]1[c:7]([CH:8]=[CH:9][C:10](=[O:11])[OH:12])[c:13]([Cl:17])[cH:14][cH:15][cH:16]1.[S:1]([Cl:2])([Cl:3])=[O:4]>>[Cl:3][C:10]([CH:9]=[CH:8][c:7]1[c:6]([Cl:5])[cH:16][cH:15][cH:14][c:13]1[Cl:17])=[O:11]. Product: O=C(Cl)C=Cc1c(Cl)cccc1Cl. Starting materials: Cc1ccccc1, O=C(O)C=Cc1c(Cl)cccc1Cl, O=S(Cl)Cl. The reactants are FC(C=1N=C(OC1)N)(F)F (4-trifluoromethyl-oxazol-2-ylamine), ClC1=CC=2C(C3=CC=CC=C3OC2C=C1)C(=O)O ((RS)-2-chloro-9H-xanthene-9-carboxylic acid). Yields the product FC(C=1N=C(OC1)NC(=O)C1C2=CC=CC=C2OC=2C=CC(=CC12)Cl)(F)F ((RS)-2-Chloro-9H-xanthene-9-carboxylic Acid (4-trifluoromethyl-oxazol-2-yl)-amide). Reaction SMILES: [F:1][C:2]([F:10])([F:9])[C:3]1[N:4]=[C:5]([NH2:8])[O:6][CH:7]=1.[Cl:11][C:12]1[CH:25]=[CH:24][C:23]2[O:22][C:21]3[C:16](=[CH:17][CH:18]=[CH:19][CH:20]=3)[CH:15]([C:26](O)=[O:27])[C:14]=2[CH:13]=1>>[F:1][C:2]([F:10])([F:9])[C:3]1[N:4]=[C:5]([NH:8][C:26]([CH:15]2[C:14]3[CH:13]=[C:12]([Cl:11])[CH:25]=[CH:24][C:23]=3[O:22][C:21]3[C:16]2=[CH:17][CH:18]=[CH:19][CH:20]=3)=[O:27])[O:6][CH:7]=1. Procedure: The title compound, white solid, m.p. 235° C. and MS: m/e=395.2, 397.2 (M+H+) is prepared in accordance with the general method of example 3c from 4-trifluoromethyl-oxazol-2-ylamine and (RS)-2-chloro-9H-xanthene-9-carboxylic acid (CAS:[188027-67-0]). The reactants are CCn1cnc(-c2cc3nccc(Oc4ccc(N)cc4F)c3s2)c1, C1CCOC1, O=C(Cc1ccccc1F)N=C=S. Product: CCn1cnc(-c2cc3nccc(Oc4ccc(NC(=S)NC(=O)Cc5ccccc5F)cc4F)c3s2)c1. As a reaction SMILES: [CH2:1]([CH3:2])[n:3]1[cH:4][n:5][c:6](-[c:8]2[cH:9][c:10]3[n:11][cH:12][cH:13][c:14]([O:17][c:18]4[c:19]([F:25])[cH:20][c:21]([NH2:24])[cH:22][cH:23]4)[c:15]3[s:16]2)[cH:7]1.[CH2:39]1[O:40][CH2:41][CH2:42][CH2:43]1.[F:26][c:27]1[c:28]([CH2:33][C:34](=[O:35])[N:36]=[C:37]=[S:38])[cH:29][cH:30][cH:31][cH:32]1>>[CH2:1]([CH3:2])[n:3]1[cH:4][n:5][c:6](-[c:8]2[cH:9][c:10]3[n:11][cH:12][cH:13][c:14]([O:17][c:18]4[c:19]([F:25])[cH:20][c:21]([NH:24][C:37]([NH:36][C:34]([CH2:33][c:28]5[c:27]([F:26])[cH:32][cH:31][cH:30][cH:29]5)=[O:35])=[S:38])[cH:22][cH:23]4)[c:15]3[s:16]2)[cH:7]1. Starting materials: CCOC(=O)CNC(=O)COCc1ccccc1, CI, [H-], [Na+], C1CCOC1. The product is CCOC(=O)CN(C)C(=O)COCc1ccccc1. RXN SMILES: [CH2:1]([CH3:2])[O:3][C:4]([CH2:5][NH:6][C:7]([CH2:8][O:9][CH2:10][c:11]1[cH:12][cH:13][cH:14][cH:15][cH:16]1)=[O:17])=[O:18].[CH3:21][I:22].[H-:19].[Na+:20].[O:23]1[CH2:24][CH2:25][CH2:26][CH2:27]1>>[CH2:1]([CH3:2])[O:3][C:4]([CH2:5][N:6]([C:7]([CH2:8][O:9][CH2:10][c:11]1[cH:12][cH:13][cH:14][cH:15][cH:16]1)=[O:17])[CH3:21])=[O:18]. Reactants: CC#N, O=C1CCC(=O)N1Br, COC(=O)c1ncn2c1CN(C(=O)OC(C)(C)C)CC2. Yields the product COC(=O)c1nc(Br)n2c1CN(C(=O)OC(C)(C)C)CC2. Reaction SMILES: [CH3:29][C:30]#[N:31].[O:21]=[C:22]1[N:23]([Br:28])[C:24](=[O:25])[CH2:26][CH2:27]1.[c:1]1([C:17](=[O:18])[O:19][CH3:20])[n:2][cH:3][n:4]2[c:5]1[CH2:6][N:7]([C:10](=[O:11])[O:12][C:13]([CH3:14])([CH3:15])[CH3:16])[CH2:8][CH2:9]2>>[c:1]1([C:17](=[O:18])[O:19][CH3:20])[n:2][c:3]([Br:28])[n:4]2[c:5]1[CH2:6][N:7]([C:10](=[O:11])[O:12][C:13]([CH3:14])([CH3:15])[CH3:16])[CH2:8][CH2:9]2. The reactants are FC1=C(C#N)C(=CC=C1)F (2,6-Difluorobenzonitrile), CN1CCNCC1 (N-methyl piperazine). Yields the product FC1=C(C#N)C(=CC=C1)N1CCN(CC1)C (2-Fluoro-6-(4-methylpiperazinyl)benzonitrile), hydrochloride salt. Reaction SMILES: F[C:2]1[CH:9]=[CH:8][CH:7]=[C:6]([F:10])[C:3]=1[C:4]#[N:5].[CH3:11][N:12]1[CH2:17][CH2:16][NH:15][CH2:14][CH2:13]1>>[F:10][C:6]1[CH:7]=[CH:8][CH:9]=[C:2]([N:15]2[CH2:16][CH2:17][N:12]([CH3:11])[CH2:13][CH2:14]2)[C:3]=1[C:4]#[N:5]. Procedure details: 2,6-Difluorobenzonitrile is reacted with N-methyl piperazine following the procedure of Example 5. The reaction mixture is extracted with methylene chloride after addition of water. The methylene chloride is extracted with dilute HCl which is basified and extracted with methylene chloride. The resulting crude oil after evaporation is taken in ethanol and i-PrOH-HCl is added to give the title compound as the hydrochloride salt, 1.4 g m.p. 245°-247° C. Starting materials: Cl (hydrochloric acid), C(#N)C(C(CC(=O)OCC)C1=CC(=CC=C1)COCOC)(C)C (ethyl 4-cyano-3-(3-((methoxymethoxy)methyl)phenyl)-4-methylpentanoate). Run in CO (methanol), C(C)(=O)OCC (ethyl acetate), O (water). Reaction conditions: temperature 60 celsius, time 1 hour. The product is C(#N)C(C(CC(=O)OCC)C1=CC(=CC=C1)CO)(C)C (ethyl 4-cyano-3-(3-(hydroxymethyl)phenyl)-4-methylpentanoate). The yield is 81.2%. Reaction SMILES: Cl.[C:2]([C:4]([CH3:24])([CH3:23])[CH:5]([C:12]1[CH:17]=[CH:16][CH:15]=[C:14]([CH2:18][O:19]COC)[CH:13]=1)[CH2:6][C:7]([O:9][CH2:10][CH3:11])=[O:8])#[N:3]>CO.C(OCC)(=O)C.O>[C:2]([C:4]([CH3:23])([CH3:24])[CH:5]([C:12]1[CH:17]=[CH:16][CH:15]=[C:14]([CH2:18][OH:19])[CH:13]=1)[CH2:6][C:7]([O:9][CH2:10][CH3:11])=[O:8])#[N:3]. Procedure details: Conc. hydrochloric acid (1.10 mL) was added to a solution of ethyl 4-cyano-3-(3-((methoxymethoxy)methyl)phenyl)-4-methylpentanoate (210 mg) in methanol (2 mL) at room temperature, and the mixture was stirred at 60° C. for 1 hr. The reaction mixture was diluted with ethyl acetate, water was added at room temperature, and the mixture was extracted with ethyl acetate. The extract was washed with saturated aqueous sodium hydrogen carbonate solution and saturated brine, and dried over anhydrous magne...